This data is from the Open Reaction Database (ORD), a public repository of structured organic reaction records. The task is: describe an organic reaction: reactants, conditions, products, and yield Reactants: C1(=CC=CC=C1)N(C(=O)OCCC1=CCCC2=C(C=CC=C12)O[Si](C1=CC=CC=C1)(C1=CC=CC=C1)C(C)(C)C)C1=CC=CC=C1 (1-[2-(N,N-diphenylcarbamoyloxy)-ethyl]-5-t-butyldiphenylsilyloxy-3,4-dihydronaphthalene), solution, C(C)(=O)OCC (ethyl acetate), [OH-].[Na+] (NaOH), OO (H2O2). The solvent is O1CCCC1 (THF), O1CCCC1 (THF), O (water). Run at time 4 hour. Yields the product C1(=CC=CC=C1)N(C(=O)OCC[C@H]1[C@@H](CCC2=C(C=CC=C12)O[Si](C1=CC=CC=C1)(C1=CC=CC=C1)C(C)(C)C)O)C1=CC=CC=C1 ((trans)-1-[2-(N,N-diphenylcarbamoyl-oxy)ethyl]-2-hydroxy-5-t-butyldiphenylsilyloxy-1,2,3,4-tetrahydronaphthalene). As a reaction SMILES: [C:1]1([N:7]([C:41]2[CH:46]=[CH:45][CH:44]=[CH:43][CH:42]=2)[C:8]([O:10][CH2:11][CH2:12][C:13]2[C:22]3[C:17](=[C:18]([O:23][Si:24]([C:37]([CH3:40])([CH3:39])[CH3:38])([C:31]4[CH:36]=[CH:35][CH:34]=[CH:33][CH:32]=4)[C:25]4[CH:30]=[CH:29][CH:28]=[CH:27][CH:26]=4)[CH:19]=[CH:20][CH:21]=3)[CH2:16][CH2:15][CH:14]=2)=[O:9])[CH:6]=[CH:5][CH:4]=[CH:3][CH:2]=1.[OH-].[Na+].OO.C(OCC)(=[O:53])C>O1CCCC1.O>[C:41]1([N:7]([C:1]2[CH:2]=[CH:3][CH:4]=[CH:5][CH:6]=2)[C:8]([O:10][CH2:11][CH2:12][C@@H:13]2[C:22]3[C:17](=[C:18]([O:23][Si:24]([C:37]([CH3:40])([CH3:39])[CH3:38])([C:31]4[CH:36]=[CH:35][CH:34]=[CH:33][CH:32]=4)[C:25]4[CH:26]=[CH:27][CH:28]=[CH:29][CH:30]=4)[CH:19]=[CH:20][CH:21]=3)[CH2:16][CH2:15][C@H:14]2[OH:53])=[O:9])[CH:42]=[CH:43][CH:44]=[CH:45][CH:46]=1 |f:1.2|. Procedure: To a solution of 1-[2-(N,N-diphenylcarbamoyloxy)-ethyl]-5-t-butyldiphenylsilyloxy-3,4-dihydronaphthalene (2.0 g) in THF (tetrahydrofuran) (20 ml) was added BH3 (4.8 ml, 1M solution in THF) at 0° C. under N2. After being stirred for 12 hours at the room temperature, 2N-NaOH solution (1.5 ml) and H2O2 (1.0 ml, 35% solution) were added to the solution and stirred for 4 hours. The mixture was poured into a mixture of ethyl acetate and water. The organic layer was washed with 1N-HCl solution, sat. Na... Reactants: CCCCc1nc2ccc(N(CCCC3CCCCC3)C(=O)NC)cc2n1Cc1ccc(-c2ccccc2C(=O)OC(C)(C)C)cc1, ClCCl, O=C(O)C(F)(F)F. The product is CCCCc1nc2ccc(N(CCCC3CCCCC3)C(=O)NC)cc2n1Cc1ccc(-c2ccccc2C(=O)O)cc1. Reaction SMILES: [CH2:1]([CH2:2][CH2:3][CH3:4])[c:5]1[n:6][c:7]2[c:8]([n:9]1[CH2:10][c:11]1[cH:12][cH:13][c:14](-[c:17]3[c:18]([C:23](=[O:24])[O:25][C:26]([CH3:27])([CH3:28])[CH3:29])[cH:19][cH:20][cH:21][cH:22]3)[cH:15][cH:16]1)[cH:30][c:31]([N:34]([CH2:35][CH2:36][CH2:37][CH:38]1[CH2:39][CH2:40][CH2:41][CH2:42][CH2:43]1)[C:44](=[O:45])[NH:46][CH3:47])[cH:32][cH:33]2.[CH2:55]([Cl:56])[Cl:57].[OH:48][C:49]([C:50]([F:51])([F:52])[F:53])=[O:54]>>[CH2:1]([CH2:2][CH2:3][CH3:4])[c:5]1[n:6][c:7]2[c:8]([n:9]1[CH2:10][c:11]1[cH:12][cH:13][c:14](-[c:17]3[c:18]([C:23](=[O:24])[OH:25])[cH:19][cH:20][cH:21][cH:22]3)[cH:15][cH:16]1)[cH:30][c:31]([N:34]([CH2:35][CH2:36][CH2:37][CH:38]1[CH2:39][CH2:40][CH2:41][CH2:42][CH2:43]1)[C:44](=[O:45])[NH:46][CH3:47])[cH:32][cH:33]2. Reactants: Cl (hydrochloric acid), O.[OH-].[Li+] (Lithium hydroxide monohydrate), N=1C(=CN2C1C=CC=C2)COC2=CC=C(CO\N=C(/CCC(=O)OC)\C1=CC=CC=C1)C=C2 (methyl E-4-[4-(imidazo[1,2-a]pyridin-2-ylmethoxy)benzyloxyimino]-4-phenylbutyrate), O (water). Run in O1CCCC1 (tetrahydrofuran), CO (methanol). Reaction conditions: time 2 hour. Yields the product N=1C(=CN2C1C=CC=C2)COC2=CC=C(CO\N=C(/CCC(=O)O)\C1=CC=CC=C1)C=C2 (E-4-[4-(imidazo[1,2-a]pyridin-2-ylmethoxy)benzyloxyimino]-4-phenylbutyric acid). Yield: 76.0%. As a reaction SMILES: O.[OH-].[Li+].[N:4]1[C:5]([CH2:13][O:14][C:15]2[CH:36]=[CH:35][C:18]([CH2:19][O:20]/[N:21]=[C:22](/[C:29]3[CH:34]=[CH:33][CH:32]=[CH:31][CH:30]=3)\[CH2:23][CH2:24][C:25]([O:27]C)=[O:26])=[CH:17][CH:16]=2)=[CH:6][N:7]2[CH:12]=[CH:11][CH:10]=[CH:9][C:8]=12.O.Cl>O1CCCC1.CO>[N:4]1[C:5]([CH2:13][O:14][C:15]2[CH:16]=[CH:17][C:18]([CH2:19][O:20]/[N:21]=[C:22](/[C:29]3[CH:34]=[CH:33][CH:32]=[CH:31][CH:30]=3)\[CH2:23][CH2:24][C:25]([OH:27])=[O:26])=[CH:35][CH:36]=2)=[CH:6][N:7]2[CH:12]=[CH:11][CH:10]=[CH:9][C:8]=12 |f:0.1.2|. Procedure details: Lithium hydroxide monohydrate (53.0 mg) was added to a solution of methyl E-4-[4-(imidazo[1,2-a]pyridin-2-ylmethoxy)benzyloxyimino]-4-phenylbutyrate (280 mg) in tetrahydrofuran (6 ml)-water (4 ml)-methanol (4 ml) and stirred at room temperature for 2 hours. 1N hydrochloric acid (1.3 ml) was added to the reaction mixture and extracted with ethyl acetate. The ethyl acetate layer was washed with an aqueous saturated solution of sodium chloride, dried (MgSO4) and concentrated. The residue was recrys... Starting materials: Cl.O1C2=C(CC1)C=C(C=C2)NC (2,3-dihydrobenzo[b]furan-5-yl-methylamine hydrochloride), [OH-].[Na+] (NaOH), [Na+].[Cl-] (NaCl). Run in C(Cl)Cl (DCM). Product: O1C2=C(CC1)C=C(C=C2)NC (2,3-dihydrobenzo[b]furan-5-yl-methylamine). Yield: 80.7%. As a reaction SMILES: Cl.[O:2]1[CH2:6][CH2:5][C:4]2[CH:7]=[C:8]([NH:11][CH3:12])[CH:9]=[CH:10][C:3]1=2.[OH-].[Na+].[Na+].[Cl-]>C(Cl)Cl>[O:2]1[CH2:6][CH2:5][C:4]2[CH:7]=[C:8]([NH:11][CH3:12])[CH:9]=[CH:10][C:3]1=2 |f:0.1,2.3,4.5|. Reported procedure: Suspend commercially available 2,3-dihydrobenzo[b]furan-5-yl-methylamine hydrochloride (1.0 g, 5.4 mmol) in DCM (100 mL). Add 1N aqueous NaOH (15 mL) and stir until all solids dissolve. Add two spatulas of NaCl. Stir the mixture and extract twice with DCM. Combine the organic layers, dry over Na2SO4, and concentrate in vacuo to obtain 2,3-dihydrobenzo[b]furan-5-yl-methylamine (650 mg, 81%). MS (ES+) m/z: 133 M+H−NH3)+.